From a dataset of the Open Reaction Database (ORD), a public repository of structured organic reaction records. describe an organic reaction: reactants, conditions, products, and yield RXN SMILES: [CH3:27][CH2:28][OH:29].[CH3:30][CH2:31][O:32][C:33](=[O:34])[CH3:35].[ClH:26].[F:1][c:2]1[c:3]([O:4][CH2:5][CH:6]([CH3:7])[N:8]2[C:9](=[O:10])[c:11]3[c:12]([cH:13][cH:14][cH:15][cH:16]3)[C:17]2=[O:18])[cH:19][c:20]([F:23])[cH:21][cH:22]1.[NH2:24][NH2:25]>>[ClH:26].[F:1][c:2]1[c:3]([O:4][CH2:5][CH:6]([CH3:7])[NH2:8])[cH:19][c:20]([F:23])[cH:21][cH:22]1. Reactants: CCO, CCOC(C)=O, Cl, CC(COc1cc(F)ccc1F)N1C(=O)c2ccccc2C1=O, NN. Product: Cl, CC(N)COc1cc(F)ccc1F. Reactants: CC(C)=O, CC(C)O, O, CC1(CO)COc2ccccc2O1. Product: CC1(C(=O)O)COc2ccccc2O1. Reaction SMILES: [CH3:19][C:20](=[O:21])[CH3:22].[CH:14]([CH3:15])([CH3:16])[OH:17].[OH2:18].[OH:1][CH2:2][C:3]1([CH3:13])[CH2:4][O:5][c:6]2[c:7]([cH:9][cH:10][cH:11][cH:12]2)[O:8]1>>[O:1]=[C:2]([C:3]1([CH3:13])[CH2:4][O:5][c:6]2[c:7]([cH:9][cH:10][cH:11][cH:12]2)[O:8]1)[OH:17]. The reactants are OC1=C(C(=O)C2=CC=CC=C2)C=CC=C1 (2-hydroxybenzophenone), C(CC#N)#N (malononitrile), C(#N)C=1C(OC2=CC=CC=C2C1C1=CC=CC=C1)=N (3-Cyano-2-imino-4-phenyl-2H-chromene), N1CCCCC1 (piperidine). The solvent is C(C)O (ethanol). Conditions: time 2 hour. Yields the product NC=1OC2=CC=CC=C2C(C1C#N)C1=CC=CC=C1 (2-Amino-3-cyano-4-phenyl-4-H-chromene). The yield is 8.0%. RXN SMILES: [C:1]([C:3]1[C:4](=[NH:19])[O:5][C:6]2[C:11]([C:12]=1[C:13]1[CH:18]=[CH:17][CH:16]=[CH:15][CH:14]=1)=[CH:10][CH:9]=[CH:8][CH:7]=2)#[N:2].OC1C=CC=CC=1C(C1C=CC=CC=1)=O.C(#N)CC#N.N1CCCCC1>C(O)C>[NH2:19][C:4]1[O:5][C:6]2[C:11]([CH:12]([C:13]3[CH:18]=[CH:17][CH:16]=[CH:15][CH:14]=3)[C:3]=1[C:1]#[N:2])=[CH:10][CH:9]=[CH:8][CH:7]=2. Procedure details: 3-Cyano-2-imino-4-phenyl-2H-chromene. To a mixture of 2-hydroxybenzophenone (2.0 g, 10 mmol) and malononitrile (661 mg, 10 mmol) in ethanol (15 mL) was added piperidine (0.5 mL, 5.0 mmol). The mixture was stirred under 0–5° C. for 2 h. The solvent was evaporated and the residue was purified by chromatography on silica gel with ethyl acetate and hexane (1:2) as eluant, yielding 1.2 g (8%) of the title compound. 1H NMR (CDCl3): 7.74–7.29 (m, 7H), 7.20–7.13 (m, 2H). Starting materials: CC=1N=C2N(N=C(C3=C(C2)C=CC(=C3)OC)C3=CC=C(C=C3)[N+](=O)[O-])C1C (2,3-dimethyl-8-methoxy-6-(4-nitrophenyl)-11H-imidazo[1,2-c][2,3]benzodiazepine). Reagents/catalysts: [Fe] (iron). Run in C(C)(=O)O (acetic acid), C(C)(=O)O (acetic acid). Yields the product NC1=CC=C(C=C1)C1=NN2C(CC3=C1C=C(C=C3)OC)=NC(=C2C)C (6-(4-Aminophenyl)-2,3-dimethyl-8-methoxy-11H-imidazo[1,2-c][2,3]benzodiazepine). Reaction SMILES: [CH3:1][C:2]1[N:3]=[C:4]2[CH2:10][C:9]3[CH:11]=[CH:12][C:13]([O:15][CH3:16])=[CH:14][C:8]=3[C:7]([C:17]3[CH:22]=[CH:21][C:20]([N+:23]([O-])=O)=[CH:19][CH:18]=3)=[N:6][N:5]2[C:26]=1[CH3:27]>C(O)(=O)C.[Fe]>[NH2:23][C:20]1[CH:21]=[CH:22][C:17]([C:7]2[C:8]3[CH:14]=[C:13]([O:15][CH3:16])[CH:12]=[CH:11][C:9]=3[CH2:10][C:4]3=[N:3][C:2]([CH3:1])=[C:26]([CH3:27])[N:5]3[N:6]=2)=[CH:18][CH:19]=1. Reported procedure: 834 mg of 2,3-dimethyl-8-methoxy-6-(4-nitrophenyl)-11H-imidazo[1,2-c][2,3]benzodiazepine in 33 ml of glacial acetic acid together with 2.25 g of iron powder are heated for 20 minutes in an oil bath that is preheated to 90° C. It is suctioned off hot and rewashed with glacial acetic acid. The filtrate is concentrated by evaporation, and the residue is dispersed in ethyl acetate and 1N sodium hydroxide solution. The aqueous phase is shaken out twice with ethyl acetate, and the collected organic ph... Starting materials: BrC(C(=O)Cl)CCCCCCCCCC (Alpha-bromolauroyl chloride), aqueous solution, CN[C@H]1C(O)O[C@@H]([C@H]([C@@H]1O)O[C@H]1[C@H](O)[C@@H](O)[C@@H](O)[C@H](O1)CO)CO (N-methyl-lactosamine), C([O-])([O-])=O.[Na+].[Na+] (sodium carbonate). Solvent: C(CCC)O (n-butanol). Conditions: time 8 hour. Yields the product BrC(C(=O)C1(O)[C@H](NC)[C@@H](O)[C@H](O[C@H]2[C@H](O)[C@@H](O)[C@@H](O)[C@H](O2)CO)[C@H](O1)CO)CCCCCCCCCC (Alpha Bromo-N-Methyl-lauroyl lactosamine). RXN SMILES: [Br:1][CH:2]([CH2:6][CH2:7][CH2:8][CH2:9][CH2:10][CH2:11][CH2:12][CH2:13][CH2:14][CH3:15])[C:3](Cl)=[O:4].[CH3:16][NH:17][C@@H:18]1[C@@H:24]([OH:25])[C@H:23]([O:26][C@@H:27]2[O:35][C@H:34]([CH2:36][OH:37])[C@H:32]([OH:33])[C@H:30]([OH:31])[C@H:28]2[OH:29])[C@@H:22]([CH2:38][OH:39])[O:21][CH:19]1[OH:20].C(=O)([O-])[O-].[Na+].[Na+]>C(O)CCC>[Br:1][CH:2]([CH2:6][CH2:7][CH2:8][CH2:9][CH2:10][CH2:11][CH2:12][CH2:13][CH2:14][CH3:15])[C:3]([C:19]1([O:21][C@H:22]([CH2:38][OH:39])[C@@H:23]([O:26][C@@H:27]2[O:35][C@H:34]([CH2:36][OH:37])[C@H:32]([OH:33])[C@H:30]([OH:31])[C@H:28]2[OH:29])[C@H:24]([OH:25])[C@H:18]1[NH:17][CH3:16])[OH:20])=[O:4] |f:2.3.4|. Reported procedure: Alpha-bromolauroyl chloride (2.4 g) was added drop-wise to a 30% aqueous solution of N-methyl-lactosamine (3.5 g) at zero degrees centigrade. The pH of the solution was maintained above 9 by the addition of a saturated aqueous sodium carbonate solution. The reaction was stirred overnight at room temperature. It was then heated up to 36° C. for an additional hour. The final product was obtained by extraction two times with n-butanol. The organic layer was dried with sodium sulfate and then roteva... Starting materials: OC1=C(C(OC2=C(C=CC=C12)C)=O)C1=CC=CC=C1 (4-hydroxy-8-methyl-3-phenyl-coumarin), O1CCN(CC1)CC(CCl)C (3-morpholino-2-methyl-1-chloropropane). Yields the product O1CCN(CC1)CC(COC1=C(C(OC2=C(C=CC=C12)C)=O)C1=CC=CC=C1)C (4-(3'-Morpholino-2'-methylpropoxy)-3-phenyl-8-methyl-coumarin). The yield is 65.0%. Reaction SMILES: [OH:1][C:2]1[C:11]2[C:6](=[C:7]([CH3:12])[CH:8]=[CH:9][CH:10]=2)[O:5][C:4](=[O:13])[C:3]=1[C:14]1[CH:19]=[CH:18][CH:17]=[CH:16][CH:15]=1.[O:20]1[CH2:25][CH2:24][N:23]([CH2:26][CH:27]([CH3:30])[CH2:28]Cl)[CH2:22][CH2:21]1>>[O:20]1[CH2:25][CH2:24][N:23]([CH2:26][CH:27]([CH3:30])[CH2:28][O:1][C:2]2[C:11]3[C:6](=[C:7]([CH3:12])[CH:8]=[CH:9][CH:10]=3)[O:5][C:4](=[O:13])[C:3]=2[C:14]2[CH:15]=[CH:16][CH:17]=[CH:18][CH:19]=2)[CH2:22][CH2:21]1. Procedure details: Prepared according to the method of Example 8 from 4-hydroxy-8-methyl-3-phenyl-coumarin and 3-morpholino-2-methyl-1-chloropropane. An oil is obtained which cannot be crystallised. Yield 65%. Reactants: N(=[N+]=[N-])[C@H](CO[Si](C)(C)C(C)(C)C)C1CCOCC1 ({[(2S)-2-Azido-2-tetrahydro-2H-pyran-4-ylethyl]oxy}(tert-butyl)dimethylsilane). Reagents/catalysts: [Pd] (Palladium on carbon). Run in CO (methanol). Reaction conditions: time 18 hour. The product is [Si](C)(C)(C(C)(C)C)OC[C@@H](N)C1CCOCC1 ((1S)-2-{[tert-butyl(dimethyl)silyl]oxy}-1-tetrahydro-2H-pyran-4-ylethanamine). The yield is 97.4%. RXN SMILES: [N:1]([C@@H:4]([CH:14]1[CH2:19][CH2:18][O:17][CH2:16][CH2:15]1)[CH2:5][O:6][Si:7]([C:10]([CH3:13])([CH3:12])[CH3:11])([CH3:9])[CH3:8])=[N+]=[N-]>CO.[Pd]>[Si:7]([O:6][CH2:5][C@H:4]([CH:14]1[CH2:15][CH2:16][O:17][CH2:18][CH2:19]1)[NH2:1])([C:10]([CH3:13])([CH3:12])[CH3:11])([CH3:9])[CH3:8]. Reported procedure: {[(2S)-2-Azido-2-tetrahydro-2H-pyran-4-ylethyl]oxy}(tert-butyl)dimethylsilane (2.19 g, 7.68 mmol) was dissolved in 25 mL of methanol and the solution was placed in a pressure bottle. Palladium on carbon (10%, 250 mg) was then added and the reaction mixture was shaken under H2 at 50 PSI (3.4×105 Pa). After 18 hours, the reaction mixture was filtered through a pad of CELITE filter agent. The pad was rinsed with methanol and the combined filtrates were concentrated under reduced pressure to give 1.... Reactants: BrC1=CN=C(S1)N(C(OC(C)(C)C)=O)C(C)C (tert-butyl 5-bromothiazol-2-yl(isopropyl)carbamate), C(CCC)[Li] (n-butyllithium), C(C)(C)OB1OC(C(O1)(C)C)(C)C (2-isopropoxy-4,4,5,5-tetramethyl-1,3,2-dioxaborolane). Solvent: C1CCOC1 (THF). Conditions: temperature -78 celsius, time 2 hour. Yields the product C(C)(C)(C)OC(N(C=1SC(=CN1)B1OC(C(O1)(C)C)(C)C)C(C)C)=O (tert-butyl-isopropyl(5-(4,4,5,5-tetramethyl-1,3,2-dioxaborolan-2-yl)thiazol-2-yl)carbamate). Isolated yield 48.6%. As a reaction SMILES: Br[C:2]1[S:6][C:5]([N:7]([CH:15]([CH3:17])[CH3:16])[C:8](=[O:14])[O:9][C:10]([CH3:13])([CH3:12])[CH3:11])=[N:4][CH:3]=1.C([Li])CCC.C(O[B:27]1[O:31][C:30]([CH3:33])([CH3:32])[C:29]([CH3:35])([CH3:34])[O:28]1)(C)C>C1COCC1>[C:10]([O:9][C:8](=[O:14])[N:7]([CH:15]([CH3:17])[CH3:16])[C:5]1[S:6][C:2]([B:27]2[O:31][C:30]([CH3:33])([CH3:32])[C:29]([CH3:35])([CH3:34])[O:28]2)=[CH:3][N:4]=1)([CH3:13])([CH3:12])[CH3:11]. Procedure: To a solution of tert-butyl 5-bromothiazol-2-yl(isopropyl)carbamate (7.5 g, 23.3 mmol) in THF (50 mL) was added n-butyllithium (1.6 M in hexane, 21.8 mL) dropwise at −78° C. The solution turned orange. The solution was stirred at −78° C. for minutes before 2-isopropoxy-4,4,5,5-tetramethyl-1,3,2-dioxaborolane (6.49 g, 34.9 mmol) was added dropwise. The mixture was stirred at −78° C. for 2 hours then warmed to room temperature. The reaction was quenched with 1:1 ammonium chloride/water (50 mL). Th... Starting materials: step-ii, FC=1C=C(CN2N=C(C(=C2C)B2OC(C(O2)(C)C)(C)C)C)C=CC1 (1-(3-fluoro benzyl)-3,5-dimethyl-4-(4,4,5,5-tetramethyl-1,3,2-dioxaborolan-2-yl)-1H-pyrazole), FC=1C=C(CN2N=C(C(=C2C)B2OC(C(O2)(C)C)(C)C)C)C=CC1 (1-(3-fluoro benzyl)-3,5-dimethyl-4-(4,4,5,5-tetramethyl-1,3,2-dioxaborolan-2-yl)-1H-pyrazole), C1(CC1)C1=C(C=C2C(=N1)N(C=C2I)S(=O)(=O)C2=CC=C(C)C=C2)C2=CC=C(C=C2)N2CCN(CC2)C(=O)OC(C)(C)C (tert-butyl 4-(4-(6-cyclopropyl-3-iodo-1-tosyl-1H-pyrrolo[2,3-b]pyridin-5-yl)phenyl)piperazine-1-carboxylate), C1(CC1)C1=C(C=C2C(=N1)N(C=C2I)S(=O)(=O)C2=CC=C(C)C=C2)C2=CC=C(C=C2)N2CCN(CC2)C(=O)OC(C)(C)C (tert-butyl 4-(4-(6-cyclopropyl-3-iodo-1-tosyl-1H-pyrrolo[2,3-b]pyridin-5-yl)phenyl)piperazine-1-carboxylate), C([O-])([O-])=O.[Na+].[Na+] (sodium carbonate). The reagents and catalysts are Cl[Pd]([P](C1=CC=CC=C1)(C2=CC=CC=C2)C3=CC=CC=C3)([P](C4=CC=CC=C4)(C5=CC=CC=C5)C6=CC=CC=C6)Cl (Pd(PPh3)2Cl2). Solvent: COCCOC.O (1,2-dimethoxyethane water). Product: C1(CC1)C1=C(C=C2C(=N1)N(C=C2C=2C(=NN(C2C)CC2=CC(=CC=C2)F)C)S(=O)(=O)C2=CC=C(C)C=C2)C2=CC=C(C=C2)N2CCN(CC2)C(=O)OC(C)(C)C (tert-butyl 4-(4-(6-cyclopropyl-3-(1-(3-fluorobenzyl)-3,5-dimethyl-1H-pyrazol-4-yl)-1-tosyl-1H-pyrrolo[2,3-b]pyridin-5-yl)phenyl)piperazine-1-carboxylate). Yield: 90.6%. Reaction SMILES: [CH:1]1([C:4]2[N:9]=[C:8]3[N:10]([S:14]([C:17]4[CH:23]=[CH:22][C:20]([CH3:21])=[CH:19][CH:18]=4)(=[O:16])=[O:15])[CH:11]=[C:12](I)[C:7]3=[CH:6][C:5]=2[C:24]2[CH:29]=[CH:28][C:27]([N:30]3[CH2:35][CH2:34][N:33]([C:36]([O:38][C:39]([CH3:42])([CH3:41])[CH3:40])=[O:37])[CH2:32][CH2:31]3)=[CH:26][CH:25]=2)[CH2:3][CH2:2]1.[F:43][C:44]1[CH:45]=[C:46]([CH:64]=[CH:65][CH:66]=1)[CH2:47][N:48]1[C:52]([CH3:53])=[C:51](B2OC(C)(C)C(C)(C)O2)[C:50]([CH3:63])=[N:49]1.C(=O)([O-])[O-].[Na+].[Na+]>Cl[Pd](Cl)([P](C1C=CC=CC=1)(C1C=CC=CC=1)C1C=CC=CC=1)[P](C1C=CC=CC=1)(C1C=CC=CC=1)C1C=CC=CC=1.COCCOC.O>[CH:1]1([C:4]2[N:9]=[C:8]3[N:10]([S:14]([C:17]4[CH:23]=[CH:22][C:20]([CH3:21])=[CH:19][CH:18]=4)(=[O:16])=[O:15])[CH:11]=[C:12]([C:51]4[C:50]([CH3:63])=[N:49][N:48]([CH2:47][C:46]5[CH:64]=[CH:65][CH:66]=[C:44]([F:43])[CH:45]=5)[C:52]=4[CH3:53])[C:7]3=[CH:6][C:5]=2[C:24]2[CH:29]=[CH:28][C:27]([N:30]3[CH2:35][CH2:34][N:33]([C:36]([O:38][C:39]([CH3:42])([CH3:41])[CH3:40])=[O:37])[CH2:32][CH2:31]3)=[CH:26][CH:25]=2)[CH2:3][CH2:2]1 |f:2.3.4,6.7,^1:75,94|. Procedure details: Using similar reaction conditions as described in step-ii of example-1, tert-butyl 4-(4-(6-cyclopropyl-3-iodo-1-tosyl-1H-pyrrolo[2,3-b]pyridin-5-yl)phenyl)piperazine-1-carboxylate (intermediate 47) (115 mg, 0.161 mmol) was coupled with 1-(3-fluorobenzyl)-3,5-dimethyl-4-(4,4,5,5-tetramethyl-1,3,2-dioxaborolan-2-yl)-1H-pyrazole (intermediate 16) (81.53 mg, 0.24 mmol) in sodium carbonate (51.9 mg, 0.483 mmol), Pd(PPh3)2Cl2 (5.6 mg, 0.008 mmol), 1,2-dimethoxyethane/water (10/2 ml) to afford 113 mg (... Starting materials: BrC1=NC(=CC(=C1)C)Br (2,6 dibromo-4-methyl pyridine), CC(C)([O-])C.[Na+] (sodium tert-butoxide), NC1=NC=C(C(=C1)C)F (2-amino-4-methyl-5-fluoro pyridine). The reagents and catalysts are [Pd](Cl)Cl.C(C)(C)(C)P([C-]1C=CC=C1)C(C)(C)C.[C-]1(C=CC=C1)P(C(C)(C)C)C(C)(C)C.[Fe+2] (1,1′-bis(di-tert-butylphosphino)ferrocene palladium dichloride). Conditions: temperature 88 celsius. Yields the product BrC1=CC(=CC(=N1)NC1=NC=C(C(=C1)C)F)C (N-(6-bromo-4-methylpyridine-2-yl)-5-fluoro-4-methylpyridine-2-amine). RXN SMILES: Br[C:2]1[CH:7]=[C:6]([CH3:8])[CH:5]=[C:4]([Br:9])[N:3]=1.CC(C)([O-])C.[Na+].[NH2:16][C:17]1[CH:22]=[C:21]([CH3:23])[C:20]([F:24])=[CH:19][N:18]=1>[Pd](Cl)Cl.C(P(C(C)(C)C)[C-]1C=CC=C1)(C)(C)C.[C-]1(P(C(C)(C)C)C(C)(C)C)C=CC=C1.[Fe+2]>[Br:9][C:4]1[N:3]=[C:2]([NH:16][C:17]2[CH:22]=[C:21]([CH3:23])[C:20]([F:24])=[CH:19][N:18]=2)[CH:7]=[C:6]([CH3:8])[CH:5]=1 |f:1.2,4.5.6.7|. Procedure: Into a flask were added 2,6 dibromo-4-methyl pyridine (10.0 g, 40.0 mmol), sodium tert-butoxide (4.4 g, 46.0 mmol), 2-amino-4-methyl-5-fluoro pyridine (5.8 g, 45.8 mmol) and 1,1′-bis(di-tert-butylphosphino)ferrocene palladium dichloride (1.3 g, 1.9 mmol) followed by nitrogen sparged 1,4-dioxane (100 mL). The slurry was evacuated and refilled with nitrogen three times and then heated to 88° C. for 5 hours. After cooling to 25° C., ethyl acetate (100 mL) and water (20 mL) were added and the layers...